This data is from the Open Reaction Database (ORD), a public repository of structured organic reaction records. The task is: describe an organic reaction: reactants, conditions, products, and yield Starting materials: FC1=CC=C(C=C1)N1N=CC2=CC(=CC=C12)O[C@H]([C@@H](C)N)C1=CC=CC=C1 ((1S,2R)-1-{[1-(4-fluorophenyl)-1H-indazol-5-yl]oxy}-1-phenylpropan-2-amine), ClC(C(=O)OC)=O (methyl cloro(oxo)acetate). Product: FC1=CC=C(C=C1)N1N=CC2=CC(=CC=C12)O[C@@H]([C@H](C)NC(=O)C(=O)O)C1=CC=CC=C1 ([(1R,2S)-1-[1-(4-fluorophenyl)indazol-5-yl]oxy-1-phenyl-propan-2-yl]carbamoylformic acid). RXN SMILES: [F:1][C:2]1[CH:7]=[CH:6][C:5]([N:8]2[C:16]3[C:11](=[CH:12][C:13]([O:17][C@@H:18]([C:22]4[CH:27]=[CH:26][CH:25]=[CH:24][CH:23]=4)[C@H:19]([NH2:21])[CH3:20])=[CH:14][CH:15]=3)[CH:10]=[N:9]2)=[CH:4][CH:3]=1.Cl[C:29](=[O:34])[C:30]([O:32]C)=[O:31]>>[F:1][C:2]1[CH:3]=[CH:4][C:5]([N:8]2[C:16]3[C:11](=[CH:12][C:13]([O:17][C@H:18]([C:22]4[CH:23]=[CH:24][CH:25]=[CH:26][CH:27]=4)[C@@H:19]([NH:21][C:29]([C:30]([OH:32])=[O:31])=[O:34])[CH3:20])=[CH:14][CH:15]=3)[CH:10]=[N:9]2)=[CH:6][CH:7]=1. Procedure: Prepared as described in Example 5 using (1S,2R)-1-{[1-(4-fluorophenyl)-1H-indazol-5-yl]oxy}-1-phenylpropan-2-amine (1a, 18 mg, 50 μmol) and methyl cloro(oxo)acetate (18 mg, 150 μmol). Yield 19 mg (88%). Reactants: ClC1=CC2=C(NC3=C2CNCC3)N=C1 (3-Chloro-6,7,8,9-tetrahydro-5H-dipyrido[2,3-b;3′,4′-d]pyrrole), COC=1C=C(CBr)C=CC1 (3-methoxybenzyl bromide), C(=O)([O-])[O-].[K+].[K+] (K2CO3). Run in CN(C)C=O (DMF). Conditions: time 8 hour. Yields the product ClC1=CC2=C(NC3=C2CN(CC3)CC3=CC(=CC=C3)OC)N=C1 (3-Chloro-6-(3-methoxy-benzyl)-6,7,8,9-tetrahydro-5H-dipyrido[2,3-b;3′,4′-d]pyrrole). The yield is 17.8%. As a reaction SMILES: [Cl:1][C:2]1[CH:14]=[N:13][C:5]2[NH:6][C:7]3[CH2:12][CH2:11][NH:10][CH2:9][C:8]=3[C:4]=2[CH:3]=1.[CH3:15][O:16][C:17]1[CH:18]=[C:19]([CH:22]=[CH:23][CH:24]=1)[CH2:20]Br.C([O-])([O-])=O.[K+].[K+]>CN(C=O)C>[Cl:1][C:2]1[CH:14]=[N:13][C:5]2[NH:6][C:7]3[CH2:12][CH2:11][N:10]([CH2:20][C:19]4[CH:22]=[CH:23][CH:24]=[C:17]([O:16][CH3:15])[CH:18]=4)[CH2:9][C:8]=3[C:4]=2[CH:3]=1 |f:2.3.4|. Procedure details: 3-Chloro-6,7,8,9-tetrahydro-5H-dipyrido[2,3-b;3′,4′-d]pyrrole (50 mg; 0.24 mmol), 3-methoxybenzyl bromide (0.04 ml; 0.29 mmol), and K2CO3 (0.04 ml; 0.72 mmol) were dissolved in DMF (2 ml) and stirred overnight at room temperature. Prep-LC-MS purification provided 17 as an off-white powder (14 mg, 18% yield). LC-MS (M+H=328, obsd.=328). The reactants are N#Cc1cc(CBr)c(CBr)cn1, O=C([O-])[O-], C[Si](C)(C)CCOCN1C(=O)Cc2cccnc21, CC(=O)O, [Cs+], [Cs+], CN(C)C=O. The product is C[Si](C)(C)CCOCN1C(=O)C2(Cc3cnc(C#N)cc3C2)c2cccnc21. As a reaction SMILES: [Br:1][CH2:2][c:3]1[cH:4][c:5]([C:11]#[N:12])[n:6][cH:7][c:8]1[CH2:9][Br:10].[C:31](=[O:32])([O-:33])[O-:34].[CH3:13][Si:14]([CH2:15][CH2:16][O:17][CH2:18][N:19]1[C:20](=[O:28])[CH2:21][c:22]2[c:23]1[n:24][cH:25][cH:26][cH:27]2)([CH3:29])[CH3:30].[CH3:37][C:38](=[O:39])[OH:40].[Cs+:35].[Cs+:36].[O:41]=[CH:42][N:43]([CH3:44])[CH3:45]>>[CH2:2]1[c:3]2[cH:4][c:5]([C:11]#[N:12])[n:6][cH:7][c:8]2[CH2:9][C:21]12[C:20](=[O:28])[N:19]([CH2:18][O:17][CH2:16][CH2:15][Si:14]([CH3:13])([CH3:29])[CH3:30])[c:23]1[c:22]2[cH:27][cH:26][cH:25][n:24]1.